Dataset: the Open Reaction Database (ORD), a public repository of structured organic reaction records. Task: describe an organic reaction: reactants, conditions, products, and yield Reactants: NC1=NC2(CO1)c1cc(Br)ccc1Oc1ccc(I)cc12, COCCOC, [Na+], [Na+], O=C([O-])[O-], c1ccc(P(c2ccccc2)(c2ccccc2)[Pd](P(c2ccccc2)(c2ccccc2)c2ccccc2)(P(c2ccccc2)(c2ccccc2)c2ccccc2)P(c2ccccc2)(c2ccccc2)c2ccccc2)cc1, OB(O)c1cncnc1. Product: NC1=NC2(CO1)c1cc(Br)ccc1Oc1ccc(-c3cncnc3)cc12. RXN SMILES: [Br:1][c:2]1[cH:3][c:4]2[c:5]([cH:6][cH:7]1)[O:8][c:9]1[cH:10][cH:11][c:12]([I:21])[cH:13][c:14]1[C:15]21[N:16]=[C:17]([NH2:20])[O:18][CH2:19]1.[CH3:114][O:115][CH2:116][CH2:117][O:118][CH3:119].[Na+:31].[Na+:32].[O-:33][C:34](=[O:35])[O-:36].[cH:37]1[cH:38][cH:39][c:40]([P:41]([Pd:42]([P:43]([c:44]2[cH:45][cH:46][cH:47][cH:48][cH:49]2)([c:50]2[cH:51][cH:52][cH:53][cH:54][cH:55]2)[c:56]2[cH:57][cH:58][cH:59][cH:60][cH:61]2)([P:62]([c:63]2[cH:64][cH:65][cH:66][cH:67][cH:68]2)([c:69]2[cH:70][cH:71][cH:72][cH:73][cH:74]2)[c:75]2[cH:76][cH:77][cH:78][cH:79][cH:80]2)[P:81]([c:82]2[cH:83][cH:84][cH:85][cH:86][cH:87]2)([c:88]2[cH:89][cH:90][cH:91][cH:92][cH:93]2)[c:94]2[cH:95][cH:96][cH:97][cH:98][cH:99]2)([c:100]2[cH:101][cH:102][cH:103][cH:104][cH:105]2)[c:106]2[cH:107][cH:108][cH:109][cH:110][cH:111]2)[cH:112][cH:113]1.[n:22]1[cH:23][n:24][cH:25][c:26]([B:28]([OH:29])[OH:30])[cH:27]1>>[Br:1][c:2]1[cH:3][c:4]2[c:5]([cH:6][cH:7]1)[O:8][c:9]1[cH:10][cH:11][c:12](-[c:26]3[cH:25][n:24][cH:23][n:22][cH:27]3)[cH:13][c:14]1[C:15]21[N:16]=[C:17]([NH2:20])[O:18][CH2:19]1.